From a dataset of the Open Reaction Database (ORD), a public repository of structured organic reaction records. describe an organic reaction: reactants, conditions, products, and yield Reactants: C(C)(C)(C)C=1C=C(C=CC1O)CC(C1=NC=NO1)NC(C(C(C)C)N(C)C(C(CC1=CC=C(C=C1)F)NC(=O)OC(C)(C)C)=O)=O (2-((2-tertbutoxycarbonylamino-3-(4-fluorophenyl)propionyl)-N-methylamino)-3-methylbutyric acid 2-(3-t-butyl-4-hydroxyphenyl)-1-(1,2,4-oxadiazol-5-yl)ethylamide). Solvent: C(Cl)Cl (methylene chloride), C(=O)(C(F)(F)F)O (TFA). Run at time 1 hour. Yields the product C(C)(C)(C)C=1C=C(C=CC1O)CC(C1=NC=NO1)NC(C(C(C)C)N(C)C(C(CC1=CC=C(C=C1)F)N)=O)=O (2-((2-amino-3-(4-fluorophenyl)propionyl)-N-methylamino)-3-methylbutyric acid 2-(3-t-butyl-4-hydroxyphenyl)-1-(1,2,4-oxadiazol-5-yl)ethylamide). Yield: 99.7%. RXN SMILES: [C:1]([C:5]1[CH:6]=[C:7]([CH2:12][CH:13]([NH:19][C:20](=[O:46])[CH:21]([N:25]([C:27](=[O:45])[CH:28]([NH:37]C(OC(C)(C)C)=O)[CH2:29][C:30]2[CH:35]=[CH:34][C:33]([F:36])=[CH:32][CH:31]=2)[CH3:26])[CH:22]([CH3:24])[CH3:23])[C:14]2[O:18][N:17]=[CH:16][N:15]=2)[CH:8]=[CH:9][C:10]=1[OH:11])([CH3:4])([CH3:3])[CH3:2]>C(Cl)Cl.C(O)(C(F)(F)F)=O>[C:1]([C:5]1[CH:6]=[C:7]([CH2:12][CH:13]([NH:19][C:20](=[O:46])[CH:21]([N:25]([C:27](=[O:45])[CH:28]([NH2:37])[CH2:29][C:30]2[CH:35]=[CH:34][C:33]([F:36])=[CH:32][CH:31]=2)[CH3:26])[CH:22]([CH3:24])[CH3:23])[C:14]2[O:18][N:17]=[CH:16][N:15]=2)[CH:8]=[CH:9][C:10]=1[OH:11])([CH3:3])([CH3:4])[CH3:2]. Procedure: To a solution of 2-((2-tertbutoxycarbonylamino-3-(4-fluorophenyl)propionyl)-N-methylamino)-3-methylbutyric acid 2-(3-t-butyl-4-hydroxyphenyl)-1-(1,2,4-oxadiazol-5-yl)ethylamide (440 mg) in methylene chloride (5 ml), TFA (1 ml) was added under cooling with ice. The mixture was stirred at room temperature for 1 hour and evaporated to remove the solvent under reduced pressure; the thus obtained residue was subjected to silica gel column chromatography (developing solvent: methylene chloride:methano... Starting materials: [OH-].[K+] (Potassium hydroxide), ClC=1C=C(C=CC1OC(C)C)C1=NC(=NO1)C=1C=CC=C2C(=CNC12)CCC(=O)O (3-[7-(5-{3-chloro-4-[(1-methylethyl)oxy]phenyl}-1,2,4-oxadiazol-3-yl)-1H-indol-3-yl]propanoic acid), ICC(C)C (1-iodo-2-methylpropane). Solvent: CS(=O)C (dimethyl sulfoxide), C(C)(=O)OCC (ethyl acetate). Reaction conditions: time 3 hour. The product is ClC=1C=C(C=CC1OC(C)C)C1=NC(=NO1)C=1C=CC=C2C(=CN(C12)CC(C)C)CCC(=O)OCC(C)C (2-Methylpropyl 3-[7-(5-{3-chloro-4-[(1-methylethyl)oxy]phenyl}-1,2,4-oxadiazol-3-yl)-1-(2-methylpropyl)-1H-indol-3-yl]propanoate). As a reaction SMILES: [OH-].[K+].[Cl:3][C:4]1[CH:5]=[C:6]([C:14]2[O:18][N:17]=[C:16]([C:19]3[CH:20]=[CH:21][CH:22]=[C:23]4[C:27]=3[NH:26][CH:25]=[C:24]4[CH2:28][CH2:29][C:30]([OH:32])=[O:31])[N:15]=2)[CH:7]=[CH:8][C:9]=1[O:10][CH:11]([CH3:13])[CH3:12].I[CH2:34][CH:35]([CH3:37])[CH3:36]>CS(C)=O.C(OCC)(=O)C>[Cl:3][C:4]1[CH:5]=[C:6]([C:14]2[O:18][N:17]=[C:16]([C:19]3[CH:20]=[CH:21][CH:22]=[C:23]4[C:27]=3[N:26]([CH2:34][CH:35]([CH3:37])[CH3:36])[CH:25]=[C:24]4[CH2:28][CH2:29][C:30]([O:32][CH2:5][CH:6]([CH3:14])[CH3:7])=[O:31])[N:15]=2)[CH:7]=[CH:8][C:9]=1[O:10][CH:11]([CH3:12])[CH3:13] |f:0.1|. Reported procedure: Potassium hydroxide (64 mg) was added to a solution of 3-[7-(5-{3-chloro-4-[(1-methylethyl)oxy]phenyl}-1,2,4-oxadiazol-3-yl)-1H-indol-3-yl]propanoic acid (E1) (100 mg) and 1-iodo-2-methylpropane (0.2 mL) in dimethyl sulfoxide (DMSO) (1 mL). The reaction mixture was stirred at room temperature for 3 hours. The reaction mixture was diluted with ethyl acetate. The organic solution was washed with water. The organic solution was dried over sodium sulfate. After concentration, the residue was purifie... The reactants are [OH-].[Na+] (sodium hydroxide), CC(C)([O-])C.[K+] (potassium tert-butoxide), C(#N)CC(=O)OCC (ethyl cyanoacetate), BrC=1C=CC2=C(C=CS2)C1 (5-bromobenzothiophene), [OH-].[Na+] (sodium hydroxide). The reagents and catalysts are C1(=CC=CC=C1)P(C1=CC=CC=C1)C1=CC=CC=C1 (triphenylphosphine), [BH4-].[Na+] (sodium borohydride), Cl[Pd]([P](C1=CC=CC=C1)(C2=CC=CC=C2)C3=CC=CC=C3)([P](C4=CC=CC=C4)(C5=CC=CC=C5)C6=CC=CC=C6)Cl (dichlorobis(triphenylphosphine)palladium(II)), C=1C=CC(=CC1)[P](C=2C=CC=CC2)(C=3C=CC=CC3)[Pd]([P](C=4C=CC=CC4)(C=5C=CC=CC5)C=6C=CC=CC6)([P](C=7C=CC=CC7)(C=8C=CC=CC8)C=9C=CC=CC9)[P](C=1C=CC=CC1)(C=1C=CC=CC1)C=1C=CC=CC1 (tetrakis(triphenylphosphine)palladium(0)). The solvent is O (water), C(C)O (ethanol), O (water), C1(=CC=CC=C1)C (toluene), C1(=CC=CC=C1)C (toluene). Run at time 10 minute. The product is S1C=CC2=C1C=CC(=C2)CC(=O)O (2-(1-benzothiophen-5-yl)acetic acid). Isolated yield 74.9%. Reaction SMILES: CC(C)([O-])C.[K+].[C:7]([CH2:9][C:10]([O:12]CC)=[O:11])#N.BrC1[CH:17]=[CH:18][C:19]2[S:23][CH:22]=[CH:21][C:20]=2[CH:24]=1.[OH-].[Na+]>Cl[Pd](Cl)([P](C1C=CC=CC=1)(C1C=CC=CC=1)C1C=CC=CC=1)[P](C1C=CC=CC=1)(C1C=CC=CC=1)C1C=CC=CC=1.C1C=CC([P]([Pd]([P](C2C=CC=CC=2)(C2C=CC=CC=2)C2C=CC=CC=2)([P](C2C=CC=CC=2)(C2C=CC=CC=2)C2C=CC=CC=2)[P](C2C=CC=CC=2)(C2C=CC=CC=2)C2C=CC=CC=2)(C2C=CC=CC=2)C2C=CC=CC=2)=CC=1.C1(P(C2C=CC=CC=2)C2C=CC=CC=2)C=CC=CC=1.[BH4-].[Na+].O.C(O)C.C1(C)C=CC=CC=1>[S:23]1[C:19]2[CH:18]=[CH:17][C:7]([CH2:9][C:10]([OH:12])=[O:11])=[CH:24][C:20]=2[CH:21]=[CH:22]1 |f:0.1,4.5,9.10,^1:29,48,71,73,92,111|. Procedure details: To toluene (25 mL) suspension of 0.16 g of dichlorobis(triphenylphosphine)palladium(II) were added 0.12 g of triphenylphosphine, 0.01 g of sodium borohydride, 5.79 g of potassium tert-butoxide and 2.92 g of ethyl cyanoacetate, which was then stirred at room temperature for 10 minutes. Thereto were added 5.00 g of 5-bromobenzothiophene and 25 mL of toluene, which was then refluxed for 4 hours. Thereto was added 0.14 g of tetrakis(triphenylphosphine)palladium(0), which was then refluxed for 2 hour... The reactants are C(C)(=O)OC(C)=O (Acetic anhydride), NC1=NC(=CC(=N1)C)OCC1=CC=CC=C1 (2-amino-4-methyl-6-benzyloxypyrimidine), C([O-])([O-])=O.[Na+].[Na+] (sodium carbonate). Run in C1=CC=CC=C1 (benzene). The product is C(C)(=O)NC1=NC(=CC(=N1)C)OCC1=CC=CC=C1 (2-Acetamido-4-methyl-6-benzyloxypyrimidine). Reaction SMILES: [C:1](OC(=O)C)(=[O:3])[CH3:2].[NH2:8][C:9]1[N:14]=[C:13]([CH3:15])[CH:12]=[C:11]([O:16][CH2:17][C:18]2[CH:23]=[CH:22][CH:21]=[CH:20][CH:19]=2)[N:10]=1.C(=O)([O-])[O-].[Na+].[Na+]>C1C=CC=CC=1>[C:1]([NH:8][C:9]1[N:14]=[C:13]([CH3:15])[CH:12]=[C:11]([O:16][CH2:17][C:18]2[CH:23]=[CH:22][CH:21]=[CH:20][CH:19]=2)[N:10]=1)(=[O:3])[CH3:2] |f:2.3.4|. Procedure details: Acetic anhydride (15.3 g., 0.15 mole) is added to a stirred suspension of 2-amino-4-methyl-6-benzyloxypyrimidine (23.6 g., 0.11 mole) in 150 ml of benzene. The mixture is heated at reflux for 4 hours. It is cooled, neutralized with aqueous sodium carbonate and the benzene layer separated. The benzene solution is concentrated under vacuum to an oil from which 2-acetamido-4-methyl-6-benzyloxy-pyrimidine melting at 121°-122° C. is isolated by crystallization from hexane n-butyl chloride. Starting materials: Cc1c(C)c2c(c(C)c1NCc1ccccc1)C(c1ccc(-c3ccccc3)cc1)CO2, CCCCCC. Yields the product Cc1c(C)c2c(c(C)c1N)C(c1ccc(-c3ccccc3)cc1)CO2. Reaction SMILES: [CH2:1]([c:2]1[cH:3][cH:4][cH:5][cH:6][cH:7]1)[NH:8][c:9]1[c:10]([CH3:32])[c:11]([CH3:31])[c:12]2[c:13]([c:29]1[CH3:30])[CH:14]([c:17]1[cH:18][cH:19][c:20](-[c:23]3[cH:24][cH:25][cH:26][cH:27][cH:28]3)[cH:21][cH:22]1)[CH2:15][O:16]2.[CH3:33][CH2:34][CH2:35][CH2:36][CH2:37][CH3:38]>>[NH2:8][c:9]1[c:10]([CH3:32])[c:11]([CH3:31])[c:12]2[c:13]([c:29]1[CH3:30])[CH:14]([c:17]1[cH:18][cH:19][c:20](-[c:23]3[cH:24][cH:25][cH:26][cH:27][cH:28]3)[cH:21][cH:22]1)[CH2:15][O:16]2. Reactants: C1(=CC=CC=C1O)C (o-cresol), C(O)NC(C=C)=O (N-methylolacrylamide), Cl (hydrochloric acid), CC(=O)C (acetone). The solvent is O (water). The product is CC=1C=C(CNC(C=C)=O)C=CC1O (N-(3-methyl-4-hydroxybenzyl)acrylamide). The yield is 66.5%. As a reaction SMILES: [C:1]1([CH3:8])[C:6]([OH:7])=[CH:5][CH:4]=[CH:3][CH:2]=1.[CH2:9]([NH:11][C:12](=[O:15])[CH:13]=[CH2:14])O.Cl.CC(C)=O>O>[CH3:8][C:1]1[CH:2]=[C:3]([CH:4]=[CH:5][C:6]=1[OH:7])[CH2:9][NH:11][C:12](=[O:15])[CH:13]=[CH2:14]. Reported procedure: A flask was charged with 108 g of o-cresol, 101 g of N-methylolacrylamide, 5 g of 37% aqueous hydrochloric acid solution and 100 ml of acetone, and the mixture was subjected to the condensation reaction at 60° C. for 60 minutes with stirring. The obtained reaction mixture was poured into excess water to separate an organic layer. The organic layer was dissolved in 200 ml of methylene chloride, which was washed with three 100 ml portions of water to give 127 g of N-(3-methyl-4-hydroxybenzyl)acryl... Starting materials: CCNCC, COC(=O)c1ccc(C(=O)OC)c(NC(=O)C(CCCNC(=O)OC(C)(C)C)NC(=O)OCC2c3ccccc3-c3ccccc32)c1, CN(C)C=O. Product: COC(=O)c1ccc(C(=O)OC)c(NC(=O)C(N)CCCNC(=O)OC(C)(C)C)c1. RXN SMILES: [CH2:48]([NH:49][CH2:50][CH3:51])[CH3:52].[CH3:1][O:2][C:3]([c:4]1[c:5]([NH:14][C:15]([CH:16]([CH2:17][CH2:18][CH2:19][NH:20][C:21](=[O:22])[O:23][C:24]([CH3:25])([CH3:26])[CH3:27])[NH:28][C:29]([O:30][CH2:31][CH:32]2[c:33]3[cH:34][cH:35][cH:36][cH:37][c:38]3-[c:39]3[c:40]2[cH:41][cH:42][cH:43][cH:44]3)=[O:45])=[O:46])[cH:6][c:7]([C:8](=[O:9])[O:10][CH3:11])[cH:12][cH:13]1)=[O:47].[O:53]=[CH:54][N:55]([CH3:56])[CH3:57]>>[CH3:1][O:2][C:3]([c:4]1[c:5]([NH:14][C:15]([CH:16]([CH2:17][CH2:18][CH2:19][NH:20][C:21](=[O:22])[O:23][C:24]([CH3:25])([CH3:26])[CH3:27])[NH2:28])=[O:46])[cH:6][c:7]([C:8](=[O:9])[O:10][CH3:11])[cH:12][cH:13]1)=[O:47].